Task: describe an organic reaction: reactants, conditions, products, and yield. Dataset: the Open Reaction Database (ORD), a public repository of structured organic reaction records The reactants are COc1cc(C(=O)Cl)cc(OC)c1OC, CN1CC(N)CN1C. Product: COc1cc(C(=O)NC2CN(C)N(C)C2)cc(OC)c1OC. Reaction SMILES: [CH3:9][O:10][c:11]1[cH:12][c:13]([C:14](=[O:15])[Cl:16])[cH:17][c:18]([O:22][CH3:23])[c:19]1[O:20][CH3:21].[NH2:1][CH:2]1[CH2:3][N:4]([CH3:8])[N:5]([CH3:7])[CH2:6]1>>[NH:1]([CH:2]1[CH2:3][N:4]([CH3:8])[N:5]([CH3:7])[CH2:6]1)[C:14]([c:13]1[cH:12][c:11]([O:10][CH3:9])[c:19]([O:20][CH3:21])[c:18]([O:22][CH3:23])[cH:17]1)=[O:15].